This data is from the Open Reaction Database (ORD), a public repository of structured organic reaction records. The task is: describe an organic reaction: reactants, conditions, products, and yield Reactants: C(C)(C)(C)OC(=O)N([C@H](C)C1=CC=CC2=CC=CC=C12)CC1C(CN(CC1)C=1C=C(C(=O)OC)C=C(N1)Cl)C1=CC=CC=C1 (methyl 2-[4-({(tert-butoxycarbonyl)[(1R)-1-(1-naphthyl)ethyl]amino}methyl)-3-phenylpiperidin-1-yl]-6-chloroisonicotinate), [OH-].[Na+] (sodium hydroxide), Cl (hydrochloric acid). The solvent is C1CCOC1 (THF), CO (methanol). Run at time 8 hour. Product: C(C)(C)(C)OC(=O)N([C@H](C)C1=CC=CC2=CC=CC=C12)CC1C(CN(CC1)C=1C=C(C(=O)O)C=C(N1)Cl)C1=CC=CC=C1 (2-[4-({(tert-butoxycarbonyl)[(1R)-1-(1-naphthyl)ethyl]amino}methyl)-3-phenylpiperidin-1-yl]-6-chloroisonicotinic acid). Yield: 105.4%. As a reaction SMILES: [C:1]([O:5][C:6]([N:8]([CH2:21][CH:22]1[CH2:27][CH2:26][N:25]([C:28]2[CH:29]=[C:30]([CH:35]=[C:36]([Cl:38])[N:37]=2)[C:31]([O:33]C)=[O:32])[CH2:24][CH:23]1[C:39]1[CH:44]=[CH:43][CH:42]=[CH:41][CH:40]=1)[C@@H:9]([C:11]1[C:20]2[C:15](=[CH:16][CH:17]=[CH:18][CH:19]=2)[CH:14]=[CH:13][CH:12]=1)[CH3:10])=[O:7])([CH3:4])([CH3:3])[CH3:2].[OH-].[Na+].Cl>C1COCC1.CO>[C:1]([O:5][C:6]([N:8]([CH2:21][CH:22]1[CH2:27][CH2:26][N:25]([C:28]2[CH:29]=[C:30]([CH:35]=[C:36]([Cl:38])[N:37]=2)[C:31]([OH:33])=[O:32])[CH2:24][CH:23]1[C:39]1[CH:40]=[CH:41][CH:42]=[CH:43][CH:44]=1)[C@@H:9]([C:11]1[C:20]2[C:15](=[CH:16][CH:17]=[CH:18][CH:19]=2)[CH:14]=[CH:13][CH:12]=1)[CH3:10])=[O:7])([CH3:2])([CH3:3])[CH3:4] |f:1.2|. Procedure: To a solution of 66 mg of methyl 2-[4-({(tert-butoxycarbonyl)[(1R)-1-(1-naphthyl)ethyl]amino}methyl)-3-phenylpiperidin-1-yl]-6-chloroisonicotinate in 2.0 ml of THF and 1.0 mL of methanol was added 1.00 mL of a 1 M aqueous sodium hydroxide solution at room temperature, followed by stirring overnight. It was neutralized by addition of 1.00 mL of 1 M hydrochloric acid, and then extracted with ethyl acetate. The organic layer was washed with saturated brine, and dried over anhydrous sodium sulfate. ... The reactants are Cl.CC(C(OC)=N)C#N (methyl α-methylcyanoacetimidate hydrochloride), N#CN (cyanamide). The solvent is C1=CC=CC=C1 (benzene). The product is C(#N)N=C(C(C)C#N)OC (methyl N-cyano-α-methycyanoacetimidate). Isolated yield 86.8%. Reaction SMILES: Cl.[CH3:2][CH:3]([C:8]#[N:9])[C:4](=[NH:7])[O:5][CH3:6].[N:10]#[C:11]N>C1C=CC=CC=1>[C:11]([N:7]=[C:4]([O:5][CH3:6])[CH:3]([C:8]#[N:9])[CH3:2])#[N:10] |f:0.1|. Procedure: 2.97 g of methyl α-methylcyanoacetimidate hydrochloride and 1.26 g of cyanamide were suspended in 30 ml of benzene and made to react for 5 hours at 25°C. Then, ammonium chlordie precipitate was filtered off and then the filtrate was concentrated to dryness in vacuo and 2.38 g of methyl N-cyano-α-methycyanoacetimidate was obtained (yield 86.8%) mp 68.5°C. Analysis calculated for C6H7N3O (%) C 52.54, H 5.15, N 30.64, found C 52.57, H 5.14, N 30.62. Starting materials: NC=1SC2=C(N1)C(=CC=C2C2=CC=CC=C2)OC (2-amino-4-methoxy-7-phenyl-benzothiazole), CC1=CC=C(O1)C(=O)Cl (5-methyl-furan-2-carboxylic acid chloride). Yields the product COC1=CC=C(C2=C1N=C(S2)NC(=O)C=2OC(=CC2)C)C2=CC=CC=C2 (5-Methyl-furan-2-carboxylic acid (4-methoxy-7-phenyl-benzothiazol-2-yl)-amide). RXN SMILES: [NH2:1][C:2]1[S:3][C:4]2[C:10]([C:11]3[CH:16]=[CH:15][CH:14]=[CH:13][CH:12]=3)=[CH:9][CH:8]=[C:7]([O:17][CH3:18])[C:5]=2[N:6]=1.[CH3:19][C:20]1[O:24][C:23]([C:25](Cl)=[O:26])=[CH:22][CH:21]=1>>[CH3:18][O:17][C:7]1[C:5]2[N:6]=[C:2]([NH:1][C:25]([C:23]3[O:24][C:20]([CH3:19])=[CH:21][CH:22]=3)=[O:26])[S:3][C:4]=2[C:10]([C:11]2[CH:16]=[CH:15][CH:14]=[CH:13][CH:12]=2)=[CH:9][CH:8]=1. Procedure details: Using 2-amino-4-methoxy-7-phenyl-benzothiazole and freshly prepared 5-methyl-furan-2-carboxylic acid chloride the title compound was obtained crude, which-was chromatographed over SiO2 (Merck 230-400 mesh) eluting with nHexane/EtOAc (4:1), to afford the pure title compound as a pale yellow solid (67% yield), MS: m/e=364.0 (M+).